From a dataset of the Open Reaction Database (ORD), a public repository of structured organic reaction records. describe an organic reaction: reactants, conditions, products, and yield Starting materials: CC(=O)c1sc(=NC(=O)c2cc(Cl)ccc2F)n(CC2CCCO2)c1C, CC(C)(C)[O-], [K+], C1CCOC1, O, OCC(F)(F)F. Yields the product CC(=O)c1sc(=NC(=O)c2cc(Cl)ccc2OCC(F)(F)F)n(CC2CCCO2)c1C. As a reaction SMILES: [C:1]([CH3:2])(=[O:3])[c:4]1[c:5]([CH3:26])[n:6]([CH2:20][CH:21]2[O:22][CH2:23][CH2:24][CH2:25]2)[c:7](=[N:9][C:10]([c:11]2[c:12]([F:18])[cH:13][cH:14][c:15]([Cl:17])[cH:16]2)=[O:19])[s:8]1.[CH3:33][C:34]([CH3:35])([O-:36])[CH3:37].[K+:38].[O:39]1[CH2:40][CH2:41][CH2:42][CH2:43]1.[OH2:44].[OH:27][CH2:28][C:29]([F:30])([F:31])[F:32]>>[C:1]([CH3:2])(=[O:3])[c:4]1[c:5]([CH3:26])[n:6]([CH2:20][CH:21]2[O:22][CH2:23][CH2:24][CH2:25]2)[c:7](=[N:9][C:10]([c:11]2[c:12]([O:27][CH2:28][C:29]([F:30])([F:31])[F:32])[cH:13][cH:14][c:15]([Cl:17])[cH:16]2)=[O:19])[s:8]1. Reactants: COc1cc2nccc(Oc3ccc(N)cc3)c2cc1OC, Cc1ccccc1, Cc1cccc(N=C=O)c1Cl. Product: COc1cc2nccc(Oc3ccc(NC(=O)Nc4cccc(C)c4Cl)cc3)c2cc1OC. RXN SMILES: [CH3:1][O:2][c:3]1[cH:4][c:5]2[c:6]([O:15][c:16]3[cH:17][cH:18][c:19]([NH2:22])[cH:20][cH:21]3)[cH:7][cH:8][n:9][c:10]2[cH:11][c:12]1[O:13][CH3:14].[CH3:34][c:35]1[cH:36][cH:37][cH:38][cH:39][cH:40]1.[Cl:23][c:24]1[c:25]([N:31]=[C:32]=[O:33])[cH:26][cH:27][cH:28][c:29]1[CH3:30]>>[CH3:1][O:2][c:3]1[cH:4][c:5]2[c:6]([O:15][c:16]3[cH:17][cH:18][c:19]([NH:22][C:32]([NH:31][c:25]4[c:24]([Cl:23])[c:29]([CH3:30])[cH:28][cH:27][cH:26]4)=[O:33])[cH:20][cH:21]3)[cH:7][cH:8][n:9][c:10]2[cH:11][c:12]1[O:13][CH3:14]. Starting materials: N(=O)[O-].[Na+] (sodium nitrite), [N+](=O)([O-])C1=CC=C(O1)C1=NN(C=C1C(=O)N)C1=CC=CC=C1 (3-(5-nitro-2-furyl)-1-phenylpyrazole-4-carboxamide), N(=O)[O-].[Na+] (sodium nitrite). Run in O (water), O (water), S(O)(O)(=O)=O (sulfuric acid), S(O)(O)(=O)=O (sulfuric acid). Conditions: time 8 hour. The product is [N+](=O)([O-])C1=CC=C(O1)C1=NN(C=C1C(=O)O)C1=CC=CC=C1 (3-(5-nitro-2-furyl)-1-phenylpyrazole-4-carboxylic acid). RXN SMILES: [N+:1]([C:4]1[O:8][C:7]([C:9]2[C:13]([C:14](N)=[O:15])=[CH:12][N:11]([C:17]3[CH:22]=[CH:21][CH:20]=[CH:19][CH:18]=3)[N:10]=2)=[CH:6][CH:5]=1)([O-:3])=[O:2].N([O-])=[O:24].[Na+]>O.S(=O)(=O)(O)O>[N+:1]([C:4]1[O:8][C:7]([C:9]2[C:13]([C:14]([OH:24])=[O:15])=[CH:12][N:11]([C:17]3[CH:22]=[CH:21][CH:20]=[CH:19][CH:18]=3)[N:10]=2)=[CH:6][CH:5]=1)([O-:3])=[O:2] |f:1.2|. Reported procedure: Add 2 g of 3-(5-nitro-2-furyl)-1-phenylpyrazole-4-carboxamide to 4.7 ml of concentrated sulfuric acid while cooling on ice and then add thereto a solution of 0.78 g of sodium nitrite in 2 ml of water slowly and dropwise at a temperature not exceeding 7° C. Allow the resulting mixture to stand overnight; dilute with from 4 to 5 ml of concentrated sulfuric acid and then mix it (while cooling with ice) with 0.39 g of sodium nitrite in 1 ml of water. Allow the thus-prepared solution to stand at a te... Reactants: O=C(Cl)c1ccccc1, [Li]CCCC, CCCCCC, O=S(=O)(Cc1cc(F)ccc1F)c1ccc(Cl)cc1, Cl, C1CCOC1. Product: O=C(c1ccccc1)C(c1cc(F)ccc1F)S(=O)(=O)c1ccc(Cl)cc1. As a reaction SMILES: [C:25]([c:26]1[cH:27][cH:28][cH:29][cH:30][cH:31]1)(=[O:32])[Cl:33].[CH2:1]([Li:2])[CH2:3][CH2:4][CH3:5].[CH3:40][CH2:41][CH2:42][CH2:43][CH2:44][CH3:45].[Cl:6][c:7]1[cH:8][cH:9][c:10]([S:13](=[O:14])(=[O:15])[CH2:16][c:17]2[c:18]([F:24])[cH:19][cH:20][c:21]([F:23])[cH:22]2)[cH:11][cH:12]1.[ClH:34].[O:35]1[CH2:36][CH2:37][CH2:38][CH2:39]1>>[Cl:6][c:7]1[cH:8][cH:9][c:10]([S:13](=[O:14])(=[O:15])[CH:16]([c:17]2[c:18]([F:24])[cH:19][cH:20][c:21]([F:23])[cH:22]2)[C:25]([c:26]2[cH:27][cH:28][cH:29][cH:30][cH:31]2)=[O:32])[cH:11][cH:12]1. Reactants: [NH4+], C1CCOC1, [OH-], O=C(Cl)c1cccc(Cc2ccc(OCc3ccc4ccccc4n3)cc2)c1. Yields the product NC(=O)c1cccc(Cc2ccc(OCc3ccc4ccccc4n3)cc2)c1. Reaction SMILES: [NH4+:29].[O:31]1[CH2:32][CH2:33][CH2:34][CH2:35]1.[OH-:30].[n:1]1[c:2]([CH2:11][O:12][c:13]2[cH:14][cH:15][c:16]([CH2:17][c:18]3[cH:19][c:20]([C:21](=[O:22])[Cl:23])[cH:24][cH:25][cH:26]3)[cH:27][cH:28]2)[cH:3][cH:4][c:5]2[cH:6][cH:7][cH:8][cH:9][c:10]12>>[n:1]1[c:2]([CH2:11][O:12][c:13]2[cH:14][cH:15][c:16]([CH2:17][c:18]3[cH:19][c:20]([C:21](=[O:22])[NH2:29])[cH:24][cH:25][cH:26]3)[cH:27][cH:28]2)[cH:3][cH:4][c:5]2[cH:6][cH:7][cH:8][cH:9][c:10]12. The reactants are FC1=CC=C2C(=NNC2=C1)O (6-fluoro-1H-indazol-3-ol), N1(CCSCC1)C(=O)Cl (thiomorpholine-4-carbonyl chloride). The product is N1(CCSCC1)C(=O)OC1=NN(C2=CC(=CC=C12)F)C(=O)N1CCSCC1 (6-Fluoro-1-(thiomorpholine-4-carbonyl)-1H-indazol-3-yl thiomorpholine-4-carboxylate). RXN SMILES: [F:1][C:2]1[CH:10]=[C:9]2[C:5]([C:6]([OH:11])=[N:7][NH:8]2)=[CH:4][CH:3]=1.[N:12]1([C:18](Cl)=[O:19])[CH2:17][CH2:16][S:15][CH2:14][CH2:13]1>>[N:12]1([C:18]([O:11][C:6]2[C:5]3[C:9](=[CH:10][C:2]([F:1])=[CH:3][CH:4]=3)[N:8]([C:18]([N:12]3[CH2:17][CH2:16][S:15][CH2:14][CH2:13]3)=[O:19])[N:7]=2)=[O:19])[CH2:17][CH2:16][S:15][CH2:14][CH2:13]1. Procedure: In analogy to example 1, 200 mg (1.315 mmol) of 6-fluoro-1H-indazol-3-ol were reacted with 261.4 mg (1.578 mmol) of thiomorpholine-4-carbonyl chloride. Yield: 39 mg (7%), M+H+: 411.17. The reactants are CNC1=C(C=C(C=C1)CNC(=O)OC(C)(C)C)CC(=O)OC (methyl 4-tert-butoxycarbonylaminomethyl-2-methoxycarbonylmethylaniline), BrC=1C=C2C=3N(C(C(NC3C1)=O)=O)[C@@H](CC2)CC(=O)O ((S)-9-bromo-5-carboxymethyl-6,7-dihydro-1H, 5H-pyrido[1,2,3-de]quinoxaline-2,3-dione). The product is BrC=1C=C2C=3N(C(C(NC3C1)=O)=O)[C@@H](CC2)CC(NC2=C(C=C(C=C2)CNC(=O)OC(C)(C)C)CC(=O)OC)=O ((S)-9-Bromo-5-[p-tert-butoxycarbonylaminomethyl-o-(methoxycarbonylmethyl)phenylcarbamoylmethyl]-6,7-dihydro-1H, 5H-pyrido[1,2,3-de]quinoxaline-2,3-dione). The yield is 60.8%. Reaction SMILES: C[NH:2][C:3]1[CH:8]=[CH:7][C:6]([CH2:9][NH:10][C:11]([O:13][C:14]([CH3:17])([CH3:16])[CH3:15])=[O:12])=[CH:5][C:4]=1[CH2:18][C:19]([O:21][CH3:22])=[O:20].[Br:23][C:24]1[CH:25]=[C:26]2[CH2:38][CH2:37][C@@H:36]([CH2:39][C:40]([OH:42])=O)[N:28]3[C:29](=[O:35])[C:30](=[O:34])[NH:31][C:32]([CH:33]=1)=[C:27]23>>[Br:23][C:24]1[CH:25]=[C:26]2[CH2:38][CH2:37][C@@H:36]([CH2:39][C:40](=[O:42])[NH:2][C:3]3[CH:8]=[CH:7][C:6]([CH2:9][NH:10][C:11]([O:13][C:14]([CH3:17])([CH3:16])[CH3:15])=[O:12])=[CH:5][C:4]=3[CH2:18][C:19]([O:21][CH3:22])=[O:20])[N:28]3[C:29](=[O:35])[C:30](=[O:34])[NH:31][C:32]([CH:33]=1)=[C:27]23. Procedure: A procedure similar to that described in Example 9-7) was performed with methyl 4-tert-butoxycarbonylaminomethyl-2-methoxycarbonylmethylaniline (7.63 g, 22.51 mmol) and (S)-9-bromo-5-carboxymethyl-6,7-dihydro-1H, 5H-pyrido[1,2,3-de]quinoxaline-2,3-dione (6.03 g, 21.43 mmol) to give 8.02 g of the title compound (61%). The product is COCCN(C(C#C)C)C ((2-Methoxy-ethyl)-methyl-(1-methyl-prop-2-ynyl)-amine). Reactants: CC(C#C)O (3-Butyn-2-ol), COCCNC (N-(Methoxyethyl)methylamine). RXN SMILES: [CH3:1][CH:2](O)[C:3]#[CH:4].[CH3:6][O:7][CH2:8][CH2:9][NH:10][CH3:11]>>[CH3:6][O:7][CH2:8][CH2:9][N:10]([CH3:11])[CH:2]([CH3:1])[C:3]#[CH:4]. Procedure details: In analogy to example 37.5 and 37.6, 3-Butyn-2-ol and N-(Methoxyethyl)methylamine were converted to yield (2-Methoxy-ethyl)-methyl-(1-methyl-prop-2-ynyl)-amine as colorless oil, MS: 141 (M).